This data is from the Open Reaction Database (ORD), a public repository of structured organic reaction records. The task is: describe an organic reaction: reactants, conditions, products, and yield Reactants: CC(=O)O, CCCCC(=O)Nc1ccc([N+](=O)[O-])cc1Cl, [Fe]. Yields the product CCCCC(=O)Nc1ccc(N)cc1Cl. RXN SMILES: [CH3:18][C:19](=[O:20])[OH:21].[Cl:1][c:2]1[c:3]([NH:4][C:5]([CH2:6][CH2:7][CH2:8][CH3:9])=[O:10])[cH:11][cH:12][c:13]([N+:15]([O-:16])=[O:17])[cH:14]1.[Fe:22]>>[Cl:1][c:2]1[c:3]([NH:4][C:5]([CH2:6][CH2:7][CH2:8][CH3:9])=[O:10])[cH:11][cH:12][c:13]([NH2:15])[cH:14]1. The reactants are CN(CCO)CC(CCCCCCCCCCCCC(CCCCCC)O)O (1-[N-Methyl-N-(2-hydroxyethyl)amino]-3-(12-hydroxyoctadecyl)-2-propanol), C(C1CO1)OCCCCCCCCCCCC(CCCCCC)O (12-hydroxyoctadecyl glycidyl ether), CNCCO (N-methylethanolamine), COCC(CN(C)CCO)O (N-(3-methoxy-2-hydroxy-propyl)-N-methyl-2-hydroxyethylamine), thus-prepared compound, CBr (methyl bromide), resultant mixture. Run in C(C)OCC (diethyl ether). The product is [Br-].OC(C[N+](CC(CCCCCCCCCCCCC(CCCCCC)O)O)(C)C)C (N-(2-hydroxypropyl)-N,N-dimethyl-N-[3-(12-hydroxyoctadecyl)-2-hydroxypropyl]ammonium bromide). Isolated yield 90.0%. RXN SMILES: CN(CC(O)[CH2:8][CH2:9][CH2:10][CH2:11][CH2:12][CH2:13][CH2:14][CH2:15][CH2:16][CH2:17][CH2:18][CH2:19][CH:20]([OH:27])[CH2:21][CH2:22][CH2:23][CH2:24][CH2:25][CH3:26])CCO.[CH2:29](OCCCCCCCCCCCC(O)CCCCCC)C1OC1.CNCCO.CO[CH2:60][CH:61]([OH:68])[CH2:62][N:63]([CH2:65][CH2:66][OH:67])[CH3:64].C[Br:70]>C(OCC)C>[Br-:70].[OH:68][CH:61]([CH3:60])[CH2:62][N+:63]([CH3:64])([CH3:29])[CH2:65][CH:66]([OH:67])[CH2:8][CH2:9][CH2:10][CH2:11][CH2:12][CH2:13][CH2:14][CH2:15][CH2:16][CH2:17][CH2:18][CH2:19][CH:20]([OH:27])[CH2:21][CH2:22][CH2:23][CH2:24][CH2:25][CH3:26] |f:6.7|. Procedure details: 1-[N-Methyl-N-(2-hydroxyethyl)amino]-3-(12-hydroxyoctadecyl)-2-propanol was first prepared from 12-hydroxyoctadecyl glycidyl ether and N-methylethanolamine in the same manner as in the preparation of N-(3-methoxy-2-hydroxy-propyl)-N-methyl-2-hydroxyethylamine in Preparation Example 24. A 200-ml autoclave was charged with 6.3 g (15 mmol) of the thus-prepared compound, 100 ml of diethyl ether and 14.2 g of methyl bromide, and the resultant mixture was stirred at 48° C. for 8 hours. The reaction mi... Starting materials: C(C1=CC=CC=C1)N([C@@H]1C[C@H](CC1)C(C)(C)O)CC1=CC=CC=C1 (2-(trans-3-(dibenzylamino)cyclopentyl)propan-2-ol), CC(OCC)=O (EA). Reagents/catalysts: [OH-].[OH-].[Pd+2] (Pd(OH)2). Run in CCO (EtOH). Reaction conditions: time 48 hour. Yields the product N[C@@H]1C[C@H](CC1)C(C)(C)O (2-(trans-3-aminocyclopentyl)propan-2-ol). Isolated yield 75.1%. Reaction SMILES: C([N:8](CC1C=CC=CC=1)[C@H:9]1[CH2:13][CH2:12][C@H:11]([C:14]([OH:17])([CH3:16])[CH3:15])[CH2:10]1)C1C=CC=CC=1.CC(=O)OCC>CCO.[OH-].[OH-].[Pd+2]>[NH2:8][C@H:9]1[CH2:13][CH2:12][C@H:11]([C:14]([OH:17])([CH3:16])[CH3:15])[CH2:10]1 |f:3.4.5|. Reported procedure: A mixture of 2-(trans-3-(dibenzylamino)cyclopentyl)propan-2-ol (3 g, 9.3 mmol) and Pd(OH)2 (900 mg) in EtOH (30 mL) was hydrogenated under 50 psi of H2 for 48 h at room temperature. TLC (PE:EA=5:1) showed the reaction was complete. The mixture was filtered and concentrated in vacuo to give crude 2-(trans-3-aminocyclopentyl)propan-2-ol (1 g, 77%) as a yellow oil. Starting materials: C[Si](C)(C)CCl (trimethylsilylmethylchloride), SC1=CC=C(C=C1)C=1N=C2N(C1C1=CC=NC=C1)CCC2 (2-(4-mercaptophenyl)-3-(4-pyridyl)-6,7-dihydro-[5H]-pyrrolo[1,2-a]-imidazole), C(C)[N-]CC.[Li+] (lithium diethylamide), C(CCC)[Li] (butyl lithium), C(C)[N-]CC.[Li+] (lithium diethylamide), CC(=O)C (acetone). Solvent: O1CCCC1 (tetrahydrofuran), O1CCCC1 (tetrahydrofuran), O (water), O1CCCC1 (tetrahydrofuran). Conditions: time 15 minute. The product is CC(=CSC1=CC=C(C=C1)C=1N=C2N(C1C1=CC=NC=C1)CCC2)C (2-[4-(2-Methyl-propenylthio)phenyl]-3-(4-pyridyl)-6,7-dihydro-[5H]-pyrrolo[1,2-a]imidazole). RXN SMILES: [SH:1][C:2]1[CH:7]=[CH:6][C:5]([C:8]2[N:9]=[C:10]3[CH2:21][CH2:20][CH2:19][N:11]3[C:12]=2[C:13]2[CH:18]=[CH:17][N:16]=[CH:15][CH:14]=2)=[CH:4][CH:3]=1.[CH2:22]([N-]CC)C.[Li+].C([Li])[CH2:29][CH2:30][CH3:31].C[Si](CCl)(C)C.CC(C)=O>O1CCCC1.O>[CH3:22][C:30]([CH3:29])=[CH:31][S:1][C:2]1[CH:3]=[CH:4][C:5]([C:8]2[N:9]=[C:10]3[CH2:21][CH2:20][CH2:19][N:11]3[C:12]=2[C:13]2[CH:18]=[CH:17][N:16]=[CH:15][CH:14]=2)=[CH:6][CH:7]=1 |f:1.2|. Reported procedure: A solution of 5 g (17 mmoles) of 2-(4-mercaptophenyl)-3-(4-pyridyl)-6,7-dihydro-[5H]-pyrrolo[1,2-a]-imidazole in dry tetrahydrofuran is treated at -20° C. with a solution of 17 mmoles of lithium diethylamide from 6.8 ml of 2.5 M n butyl lithium. After warming, a solution of 1.57 g (17 mmoles) of trimethylsilylmethylchloride in tetrahydrofuran is added dropwise. When the reaction is complete, the mixture is immersed in an ice bath and a second solution (17 mmoles) of lithium diethylamide is added... Run in FC(C(=O)O)(F)F (trifluoroacetic acid). Procedure: A solution of 1,2,4-triazole (0.69 g) in trifluoroacetic acid (3.12 ml) was added to 2,2'-[5-(1-hydroxy-1-methylethyl)-1,3-phenylene]-di(2-methylpropiononitrile), (0.27 g), and the resulting solution was stirred at room temperature for 18 hr and then evaporated to dryness. The residue was treated with aqueous sodium hydrogen carbonate solution and the mixture was extracted with ethyl acetate. The extract was dried and evaporated to dryness under reduced pressure, and the residue was purified by ... Reaction conditions: time 18 hour. Starting materials: N1N=CN=C1 (1,2,4-triazole), OC(C)(C)C=1C=C(C=C(C1)C(C#N)(C)C)C(C#N)(C)C (2,2'-[5-(1-hydroxy-1-methylethyl)-1,3-phenylene]-di(2-methylpropiononitrile)). Yields the product CC(C)(N1N=CN=C1)C=1C=C(C=C(C1)C(C#N)(C)C)C(C#N)(C)C (2,2'-(5-[1-methyl-1-(1H-1,2,4-triazol-1-yl)ethyl]-1,3-phenylene)di(2-methylpropiononitrile)). As a reaction SMILES: [NH:1]1[CH:5]=[N:4][CH:3]=[N:2]1.O[C:7]([C:10]1[CH:11]=[C:12]([C:21]([CH3:25])([CH3:24])[C:22]#[N:23])[CH:13]=[C:14]([C:16]([CH3:20])([CH3:19])[C:17]#[N:18])[CH:15]=1)([CH3:9])[CH3:8]>FC(F)(F)C(O)=O>[CH3:9][C:7]([C:10]1[CH:15]=[C:14]([C:16]([CH3:20])([CH3:19])[C:17]#[N:18])[CH:13]=[C:12]([C:21]([CH3:24])([CH3:25])[C:22]#[N:23])[CH:11]=1)([N:1]1[CH:5]=[N:4][CH:3]=[N:2]1)[CH3:8]. Starting materials: compound, C1(=CC=CC=C1)B(O)C(C1=CC=CC=C1)OC(C1=CC=CC=C1)B(O)C1=CC=CC=C1 (bis(4,4′-(phenylhydroxyboryl)benzyl) ether), C1(=CC=CC=C1)NCCO (phenylglycinol). The solvent is C(C)O (ethanol). Yields the product C1(=CC=CC=C1)B(OCCNC1=CC=CC=C1)C(C1=CC=CC=C1)OC(C1=CC=CC=C1)B(OCCNC1=CC=CC=C1)C1=CC=CC=C1 (Bis(4,4′-(phenyl-phenylaminoethoxyboryl)benzyl) ether). As a reaction SMILES: [C:1]1([B:7]([CH:9]([O:16][CH:17]([B:24]([C:26]2[CH:31]=[CH:30][CH:29]=[CH:28][CH:27]=2)[OH:25])[C:18]2[CH:23]=[CH:22][CH:21]=[CH:20][CH:19]=2)[C:10]2[CH:15]=[CH:14][CH:13]=[CH:12][CH:11]=2)[OH:8])[CH:6]=[CH:5][CH:4]=[CH:3][CH:2]=1.[C:32]1([NH:38][CH2:39][CH2:40]O)[CH:37]=[CH:36][CH:35]=[CH:34][CH:33]=1>C(O)C>[C:1]1([B:7]([CH:9]([O:16][CH:17]([B:24]([C:26]2[CH:27]=[CH:28][CH:29]=[CH:30][CH:31]=2)[O:25][CH2:40][CH2:39][NH:38][C:32]2[CH:37]=[CH:36][CH:35]=[CH:34][CH:33]=2)[C:18]2[CH:19]=[CH:20][CH:21]=[CH:22][CH:23]=2)[C:10]2[CH:15]=[CH:14][CH:13]=[CH:12][CH:11]=2)[O:8][CH2:40][CH2:39][NH:38][C:32]2[CH:37]=[CH:36][CH:35]=[CH:34][CH:33]=2)[CH:2]=[CH:3][CH:4]=[CH:5][CH:6]=1. Procedure details: The entitled compound (43 mg) was obtained by allowing 40.6 mg of bis(4,4′-(phenylhydroxyboryl)benzyl) ether and 14 mg of phenylglycinol to act in 1 mL of ethanol. The reactants are C#CCn1ncc(=O)[nH]c1=O, CN(C)C=O. Product: C#CCn1ncc(=O)n(CO)c1=O. As a reaction SMILES: [CH2:1]([C:2]#[CH:3])[n:4]1[n:5][cH:6][c:7](=[O:11])[nH:8][c:9]1=[O:10].[CH3:12][N:13]([CH:14]=[O:15])[CH3:16]>>[CH2:1]([C:2]#[CH:3])[n:4]1[n:5][cH:6][c:7](=[O:11])[n:8]([CH2:14][OH:15])[c:9]1=[O:10].